From a dataset of the Open Reaction Database (ORD), a public repository of structured organic reaction records. describe an organic reaction: reactants, conditions, products, and yield The reactants are ClC1=C2C(=NC=C1)NC=C2 (4-chloro-1H-pyrrolo[2,3-b]pyridine), [Na+].[I-] (NaI), C(C)(=O)Cl (acetyl chloride), C(=O)([O-])[O-].[Na+].[Na+] (Na2CO3), OS(=O)[O-].[Na+] (NaHSO3). The solvent is CC#N (CH3CN). Run at time 15 minute. The product is IC1=C2C(=NC=C1)N(C=C2)C(C)=O (1-(4-iodo-pyrrolo[2,3-b]pyridin-1-yl)-ethanone). RXN SMILES: Cl[C:2]1[CH:7]=[CH:6][N:5]=[C:4]2[NH:8][CH:9]=[CH:10][C:3]=12.[Na+].[I-:12].[C:13](Cl)(=[O:15])[CH3:14].C([O-])([O-])=O.[Na+].[Na+].OS([O-])=O.[Na+]>CC#N>[I:12][C:2]1[CH:7]=[CH:6][N:5]=[C:4]2[N:8]([C:13](=[O:15])[CH3:14])[CH:9]=[CH:10][C:3]=12 |f:1.2,4.5.6,7.8|. Procedure details: To a suspension of 4-chloro-1H-pyrrolo[2,3-b]pyridine (3.80 g, step B) and NaI (19.15 g) in CH3CN (40 mL) was added acetyl chloride (5.0 mL) slowly. The mixture was heated to reflux for overnight. After cooled to RT, 40 mL of 10% Na2CO3 and 40 mL of 10% NaHSO3 were added. After stirring for 15 min, the mixture was extracted with EtOAc 4 times. The combined organic phases were washed with brine, dried over MgSO4 and concentrated to give a brown residue as the crude compound, which was purified by... The reactants are O=C(n1ccnc1)n1ccnc1, NCC12CCCN(CC1)C2, COc1cc(N)c(Cl)cc1C(=O)O, C1CCOC1. Product: COc1cc(N)c(Cl)cc1C(=O)NCC12CCCN(CC1)C2. Reaction SMILES: [C:14]([n:15]1[cH:16][cH:17][n:18][cH:19]1)([n:20]1[cH:21][cH:22][n:23][cH:24]1)=[O:25].[N:26]12[CH2:27][CH2:28][CH2:29][C:30]([CH2:34][NH2:35])([CH2:31][CH2:32]1)[CH2:33]2.[NH2:1][c:2]1[cH:3][c:4]([O:12][CH3:13])[c:5]([C:6](=[O:7])[OH:8])[cH:9][c:10]1[Cl:11].[O:36]1[CH2:37][CH2:38][CH2:39][CH2:40]1>>[NH2:1][c:2]1[cH:3][c:4]([O:12][CH3:13])[c:5]([C:6](=[O:8])[NH:35][CH2:34][C:30]23[CH2:29][CH2:28][CH2:27][N:26]([CH2:32][CH2:31]2)[CH2:33]3)[cH:9][c:10]1[Cl:11]. Starting materials: C(C)(=O)OCC (ethyl acetate), COC(=O)CC1CCCN(C2=C1C=CC=C2)C(C2=C(C=C(C=C2)N)Cl)=O (5-methoxycarbonylmethyl-1-(4-amino-2-chlorobenzoyl)-2,3,4,5-tetrahydro-1H-benzazepine), n-iodopropane, C([O-])([O-])=O.[Na+].[Na+] (sodium carbonate). Run in CN(C=O)C (dimethylformamide). Conditions: temperature 60 celsius, time 8 hour. Yields the product COC(=O)CC1CCCN(C2=C1C=CC=C2)C(C2=C(C=C(C=C2)NCCC)Cl)=O (5-methoxycarbonylmethyl-1-(4-n-propylamino-2-chlorobenzoyl)-2,3,4,5-tetrahydro-1H-benzazepine). As a reaction SMILES: [CH3:1][O:2][C:3]([CH2:5][CH:6]1[C:12]2[CH:13]=[CH:14][CH:15]=[CH:16][C:11]=2[N:10]([C:17](=[O:26])[C:18]2[CH:23]=[CH:22][C:21]([NH2:24])=[CH:20][C:19]=2[Cl:25])[CH2:9][CH2:8][CH2:7]1)=[O:4].[C:27](=O)([O-])[O-].[Na+].[Na+].C(O[CH2:37][CH3:38])(=O)C>CN(C)C=O>[CH3:1][O:2][C:3]([CH2:5][CH:6]1[C:12]2[CH:13]=[CH:14][CH:15]=[CH:16][C:11]=2[N:10]([C:17](=[O:26])[C:18]2[CH:23]=[CH:22][C:21]([NH:24][CH2:27][CH2:37][CH3:38])=[CH:20][C:19]=2[Cl:25])[CH2:9][CH2:8][CH2:7]1)=[O:4] |f:1.2.3|. Reported procedure: A suspension of 5-methoxycarbonylmethyl-1-(4-amino-2-chlorobenzoyl)-2,3,4,5-tetrahydro-1H-benzazepine (50 g), n-iodopropane (130 ml) and sodium carbonate (185 g) in dimethylformamide (1.0 liter) is stirred overnight at 60° C. To the mixture is added ethyl acetate, and the mixture is washed with water, dried, concentrated, and purified by silica gel column chromatography (solvent; dichloromethane:methanol=50:1) to give 5-methoxycarbonylmethyl-1-(4-n-propylamino-2-chlorobenzoyl)-2,3,4,5-tetrahydro...